Dataset: the Open Reaction Database (ORD), a public repository of structured organic reaction records. Task: describe an organic reaction: reactants, conditions, products, and yield Solvent: O (water), CCN(CC)C=1C=CC=CC1 (diethylaniline). Reaction SMILES: [O:1]1[C:5]2([CH2:10][CH2:9][CH:8]([NH:11][C:12]3[NH:16][N:15]=[CH:14][CH:13]=3)[CH2:7][CH2:6]2)[O:4][CH2:3][CH2:2]1.N12CCCN=C1CCCCC2.[C:28]([C:30]1[CH:35]=[CH:34][CH:33]=[CH:32][C:31]=1[C:36]1[CH:41]=[CH:40][C:39]([CH2:42][CH:43]([C:49](=O)[CH2:50][CH2:51][CH3:52])[C:44](OCC)=[O:45])=[CH:38][C:37]=1[O:54][CH3:55])#[N:29].C(OCC)(=O)C>CCN(C1C=CC=CC=1)CC.O>[O:4]1[C:5]2([CH2:6][CH2:7][CH:8]([N:11]3[C:44](=[O:45])[C:43]([CH2:42][C:39]4[CH:40]=[CH:41][C:36]([C:31]5[C:30]([C:28]#[N:29])=[CH:35][CH:34]=[CH:33][CH:32]=5)=[C:37]([O:54][CH3:55])[CH:38]=4)=[C:49]([CH2:50][CH2:51][CH3:52])[N:16]4[N:15]=[CH:14][CH:13]=[C:12]34)[CH2:9][CH2:10]2)[O:1][CH2:2][CH2:3]1. Reported procedure: A solution of N-(1,4-dioxaspiro[4.5]dec-8-yl)-1H-pyrazol-5-amine (0.30 g), 1,8-diazabicyclo[5.4.0]undec-7-ene (0.017 mL) and ethyl 2-[(2′-cyano-2-methoxybiphenyl-4-yl)methyl]-3-oxohexanoate (0.26 g) in diethylaniline (2 mL) was stirred at 180° C. for 2 hr. The mixture was allowed to cool, ethyl acetate and water were added, and the mixture was extracted with ethyl acetate. The organic layer was washed with water and saturated brine, dried over anhydrous magnesium sulfate, and concentrated. The r... Isolated yield 67.7%. Product: O1CCOC12CCC(CC2)N2C=1N(C(=C(C2=O)CC2=CC(=C(C=C2)C=2C(=CC=CC2)C#N)OC)CCC)N=CC1 (4′-{[4-(1,4-dioxaspiro[4.5]dec-8-yl)-5-oxo-7-propyl-4,5-dihydropyrazolo[1,5-a]pyrimidin-6-yl]methyl}-2′-methoxybiphenyl-2-carbonitrile). The reactants are C(C)(=O)OCC (ethyl acetate), O1CCOC12CCC(CC2)NC2=CC=NN2 (N-(1,4-dioxaspiro[4.5]dec-8-yl)-1H-pyrazol-5-amine), N12CCCCCC2=NCCC1 (1,8-diazabicyclo[5.4.0]undec-7-ene), C(#N)C1=C(C=CC=C1)C1=C(C=C(C=C1)CC(C(=O)OCC)C(CCC)=O)OC (ethyl 2-[(2′-cyano-2-methoxybiphenyl-4-yl)methyl]-3-oxohexanoate). The reactants are ClC1=C(C(=C(C(=C1O)Cl)Cl)Cl)Cl (pentachlorophenol), [Al] (aluminum), C1C(C)O1 (Propylene oxide), O=C[C@H](O)[C@@H](O)[C@H](O)[C@H](O)CO (dextrose), C(C(C)O)O (propylene glycol), polyol. The reagents and catalysts are [Fe] (iron). Conditions: temperature 130 celsius. Yields the product O=C[C@H](O)[C@@H](O)[C@H](O)[C@H](O)CO.C(C(C)O)O.ClC1=C(C(=C(C(=C1O)Cl)Cl)Cl)Cl.C1C(C)O1 (Dextrose Propylene Glycol Pentachlorophenol Propylene Oxide). Reaction SMILES: [O:1]=[CH:2][C@@H:3]([C@H:5]([C@@H:7]([C@@H:9]([CH2:11][OH:12])[OH:10])[OH:8])[OH:6])[OH:4].[CH2:13]([OH:17])[CH:14]([OH:16])[CH3:15].[Cl:18][C:19]1[C:24]([OH:25])=[C:23]([Cl:26])[C:22]([Cl:27])=[C:21]([Cl:28])[C:20]=1[Cl:29].[Al].[CH2:31]1[O:34][CH:32]1[CH3:33]>[Fe]>[O:1]=[CH:2][C@@H:3]([C@H:5]([C@@H:7]([C@@H:9]([CH2:11][OH:12])[OH:10])[OH:8])[OH:6])[OH:4].[CH2:13]([OH:17])[CH:14]([OH:16])[CH3:15].[Cl:18][C:19]1[C:24]([OH:25])=[C:23]([Cl:26])[C:22]([Cl:27])=[C:21]([Cl:28])[C:20]=1[Cl:29].[CH2:31]1[O:34][CH:32]1[CH3:33] |f:6.7.8.9|. Procedure: A 5-liter flask, equipped with stirrer, thermometer, addition funnel and reflux condenser, was charged with 450 grams of dextrose and 191.5 grams of propylene glycol. The mixture was heated at up to 130°C. for 1 hour. Then 1330 grams of pentachlorophenol containing about 700 to 800 ppm of aluminum and iron compounds was added. Propylene oxide was then added at 117° - 140°C. to effect oxypropylation until the acid number was less than 1. The mixture was then stripped of volatiles by heating for 2... Reactants: C(C)(C)(C)OC(=O)NC(C(C(=O)NC1=C(C=C(C=C1)C)C)=O)CC(F)(F)F (3(RS)-(tert-butoxyformamido)-5,5,5-trifluoro-2′,4′-dimethyl-2-oxovaleranilide), O.C1(=CC=C(C=C1)S(=O)(=O)O)C (p-toluenesulphonic acid monohydrate), C(C)OCC (diethyl ether). Solvent: C(C)#N (acetonitrile). Conditions: time 1 hour. Yields the product C1(=CC=C(C=C1)S(=O)(=O)O)C.NC(C(C(=O)NC1=C(C=C(C=C1)C)C)=O)CC(F)(F)F (3(RS)-amino-5,5,5-trifluoro-2′,4′-dimethyl-2-oxovaleranilide p-toluenesulphonate). RXN SMILES: C(OC([NH:8][CH:9]([CH2:23][C:24]([F:27])([F:26])[F:25])[C:10](=[O:22])[C:11]([NH:13][C:14]1[CH:19]=[CH:18][C:17]([CH3:20])=[CH:16][C:15]=1[CH3:21])=[O:12])=O)(C)(C)C.O.[C:29]1([CH3:39])[CH:34]=[CH:33][C:32]([S:35]([OH:38])(=[O:37])=[O:36])=[CH:31][CH:30]=1.C(OCC)C>C(#N)C>[C:29]1([CH3:39])[CH:30]=[CH:31][C:32]([S:35]([OH:38])(=[O:36])=[O:37])=[CH:33][CH:34]=1.[NH2:8][CH:9]([CH2:23][C:24]([F:25])([F:26])[F:27])[C:10](=[O:22])[C:11]([NH:13][C:14]1[CH:19]=[CH:18][C:17]([CH3:20])=[CH:16][C:15]=1[CH3:21])=[O:12] |f:1.2,5.6|. Procedure: 194 mg (0.5 mmol) of 3(RS)-(tert-butoxyformamido)-5,5,5-trifluoro-2′,4′-dimethyl-2-oxovaleranilide and 285 mg (1.5 mmol) of p-toluenesulphonic acid monohydrate were dissolved in 5 ml of acetonitrile by heating to reflux for 15 seconds. The solution was allowed to cool and was stirred at room temperature for 1 hour. 20 ml of diethyl ether were added to the resulting suspension and the crude 3(RS)-amino-5,5,5-trifluoro-2′,4′-dimethyl-2-oxovaleranilide p-toluenesulphonate (1:1) which formed as a wh... Reactants: solution, [H-].[Al+3].[Li+].[H-].[H-].[H-] (lithium aluminum hydride), FC1(CC(CC1)C(=O)OCC)F (ethyl 3,3-difluoro-cyclopentanecarboxylate). The solvent is C1CCOC1 (THF), C(C)OCC (diethyl ether), C(C)OCC (diethyl ether). Conditions: time 1 hour. Product: FC1(CC(CC1)CO)F ((3,3-Difluorocyclopentyl)methanol). RXN SMILES: [H-].[Al+3].[Li+].[H-].[H-].[H-].[F:7][C:8]1([F:18])[CH2:12][CH2:11][CH:10]([C:13](OCC)=[O:14])[CH2:9]1>C1COCC1.C(OCC)C>[F:7][C:8]1([F:18])[CH2:12][CH2:11][CH:10]([CH2:13][OH:14])[CH2:9]1 |f:0.1.2.3.4.5|. Procedure: 6.4 ml of a 1M solution of lithium aluminum hydride in THF are initially charged in 40 ml of diethyl ether. With ice cooling, 1.12 g of ethyl 3,3-difluoro-cyclopentanecarboxylate dissolved in 10 ml of diethyl ether are added dropwise under argon. After one hour, the cooling bath is removed, and the reaction mixture is stirred for another three hours. The reaction mixture is then poured onto ice-cold saturated ammonium chloride solution and filtered off over a filtration aid. The filtrate is wash... The reactants are [BH4-], CO, Cc1nc2n(CC(=O)c3ccccc3)cc(Cl)cc-2c1CC#N, ClCCl, [Na+]. Yields the product Cc1nc2n(CC(O)c3ccccc3)cc(Cl)cc-2c1CC#N. As a reaction SMILES: [BH4-:24].[CH3:29][OH:30].[Cl:1][c:2]1[cH:3][c:4]2[c:19]([CH2:20][C:21]#[N:22])[c:18]([CH3:23])[n:17][c:5]-2[n:6]([CH2:8][C:9](=[O:10])[c:11]2[cH:12][cH:13][cH:14][cH:15][cH:16]2)[cH:7]1.[Cl:26][CH2:27][Cl:28].[Na+:25]>>[Cl:1][c:2]1[cH:3][c:4]2[c:19]([CH2:20][C:21]#[N:22])[c:18]([CH3:23])[n:17][c:5]-2[n:6]([CH2:8][CH:9]([OH:10])[c:11]2[cH:12][cH:13][cH:14][cH:15][cH:16]2)[cH:7]1. Reactants: CN(C)CCN, O=C(C(Cl)c1ccccc1)N1CCc2c(cnc3[nH]nc(-c4ccccc4)c23)C1. The product is CN(C)CCNC(C(=O)N1CCc2c(cnc3[nH]nc(-c4ccccc4)c23)C1)c1ccccc1. Reaction SMILES: [CH3:30][N:31]([CH2:32][CH2:33][NH2:34])[CH3:35].[Cl:1][CH:2]([C:3](=[O:4])[N:5]1[CH2:6][CH2:7][c:8]2[c:9]3[c:10]([n:11][cH:12][c:13]2[CH2:14]1)[nH:15][n:16][c:17]3-[c:18]1[cH:19][cH:20][cH:21][cH:22][cH:23]1)[c:24]1[cH:25][cH:26][cH:27][cH:28][cH:29]1>>[CH:2]([C:3](=[O:4])[N:5]1[CH2:6][CH2:7][c:8]2[c:9]3[c:10]([n:11][cH:12][c:13]2[CH2:14]1)[nH:15][n:16][c:17]3-[c:18]1[cH:19][cH:20][cH:21][cH:22][cH:23]1)([c:24]1[cH:25][cH:26][cH:27][cH:28][cH:29]1)[NH:34][CH2:33][CH2:32][N:31]([CH3:30])[CH3:35]. The reactants are C1(=CC=CC=C1)C(C1=CC=C(C(=O)OC)C=C1)=C1CC(CC(C1)(C)C)(C)C (Methyl 4-[phenyl(3,3,5,5-tetramethylcyclohexylidene)methyl]benzoate), C1CCOC1 (THF), CCO (EtOH), [OH-].[Na+] (NaOH). Run in Cl (HCl), CCOC(=O)C (EtOAc). Run at time 4 hour. Product: C1(=CC=CC=C1)C(C1=CC=C(C(=O)O)C=C1)=C1CC(CC(C1)(C)C)(C)C (4-[Phenyl(3,3,5,5-tetramethylcyclohexylidene)methyl]benzoic acid). Yield: 86.0%. Reaction SMILES: [C:1]1([C:7](=[C:18]2[CH2:23][C:22]([CH3:25])([CH3:24])[CH2:21][C:20]([CH3:27])([CH3:26])[CH2:19]2)[C:8]2[CH:17]=[CH:16][C:11]([C:12]([O:14]C)=[O:13])=[CH:10][CH:9]=2)[CH:6]=[CH:5][CH:4]=[CH:3][CH:2]=1.C1COCC1.CCO.[OH-].[Na+]>Cl.CCOC(C)=O>[C:1]1([C:7](=[C:18]2[CH2:19][C:20]([CH3:27])([CH3:26])[CH2:21][C:22]([CH3:25])([CH3:24])[CH2:23]2)[C:8]2[CH:9]=[CH:10][C:11]([C:12]([OH:14])=[O:13])=[CH:16][CH:17]=2)[CH:2]=[CH:3][CH:4]=[CH:5][CH:6]=1 |f:3.4|. Reported procedure: A mixture of 20, THF (15 mL), EtOH (15 mL) is charged with 1 N aqueous NaOH (20 mL) and heated to reflux. After 4 h the reaction was allowed to cool to room temperature and then diluted with 1 N aqueous HCl (30 mL) and EtOAc (50 mL). The organic fraction was washed with water (2×40 mL) and brine (40 mL) then dried (Na2SO4). After concentrating, the solid was triturated with hexane (25 mL), filtered and air-dried to afford 770 mg (86%) of the title compound 21 as a white solid. 1H NMR (400 MHz, D... The reactants are COC1=C(CNS(=O)(=O)C(C)C2=CC(=CC=C2)Br)C=CC(=C1)OC (N-(2,4-dimethoxybenzyl)-1-(3-bromophenyl)ethanesulfonamide), C[Li] (methyllithium), C(C)OCC (diethyl ether), CC(=O)C (acetone). The solvent is C1CCOC1 (THF). Conditions: time 5 minute. Yields the product BrC=1C=C(C=CC1)C(C)(C(C)(C)O)S(=O)(=O)N (2-(3-Bromophenyl)-3-hydroxy-3-methylbutane-2-sulfonamide). As a reaction SMILES: COC1C=C(OC)C=CC=1C[NH:6][S:7]([CH:10]([C:12]1[CH:17]=[CH:16][CH:15]=[C:14]([Br:18])[CH:13]=1)[CH3:11])(=[O:9])=[O:8].C[Li].[CH3:27]C(C)=O.C([O:33][CH2:34][CH3:35])C>C1COCC1>[Br:18][C:14]1[CH:13]=[C:12]([C:10]([S:7]([NH2:6])(=[O:8])=[O:9])([C:34]([OH:33])([CH3:35])[CH3:27])[CH3:11])[CH:17]=[CH:16][CH:15]=1. Procedure: Under inert gas, 2.82 g of N-(2,4-dimethoxybenzyl)-1-(3-bromophenyl)ethanesulfonamide was initially charged in 40 ml of THF, and then, at a temperature of −76° C., 10.00 ml of a 1.6 N methyllithium solution in diethyl ether were added dropwise and the mixture was stirred at constant temperature for 5 minutes. Subsequently, 1.50 ml of acetone were added. After stirring for 5 minutes, the reaction solution was allowed to warm up to room temperature, and the solvent was removed under reduced pressu... Starting materials: C(C)OC(=O)C=1N=CC=2NC3=CC=CC(=C3C2C1COC)CC1=C(C=CC=C1)Cl (5-(2-chlorobenzyl)-4-methoxymethyl-β-carboline-3-carboxylic acid ethyl ester), C(C)(C)O (isopropanol). The reagents and catalysts are CC(C)[O-].CC(C)[O-].CC(C)[O-].CC(C)[O-].[Ti+4] (titanium tetraisopropylate). Yields the product C(C)(C)OC(=O)C=1N=CC=2NC3=CC=CC(=C3C2C1COC)CC1=C(C=CC=C1)Cl (5-(2-Chlorobenzyl)-4-methoxymethyl-β-carboline-3-carboxylic acid isopropyl ester). Reaction SMILES: [CH2:1]([O:3][C:4]([C:6]1[N:7]=[CH:8][C:9]2[NH:10][C:11]3[C:16]([C:17]=2[C:18]=1[CH2:19][O:20][CH3:21])=[C:15]([CH2:22][C:23]1[CH:28]=[CH:27][CH:26]=[CH:25][C:24]=1[Cl:29])[CH:14]=[CH:13][CH:12]=3)=[O:5])[CH3:2].[CH:30](O)(C)C>CC([O-])C.CC([O-])C.CC([O-])C.CC([O-])C.[Ti+4]>[CH:1]([O:3][C:4]([C:6]1[N:7]=[CH:8][C:9]2[NH:10][C:11]3[C:16]([C:17]=2[C:18]=1[CH2:19][O:20][CH3:21])=[C:15]([CH2:22][C:23]1[CH:28]=[CH:27][CH:26]=[CH:25][C:24]=1[Cl:29])[CH:14]=[CH:13][CH:12]=3)=[O:5])([CH3:30])[CH3:2] |f:2.3.4.5.6|. Procedure: 0.2 g (5 mmol) of 5-(2-chlorobenzyl)-4-methoxymethyl-β-carboline-3-carboxylic acid ethyl ester is refluxed for 2 hours in 35 ml of isopropanol with 0.15 ml (0.5 mmol) of titanium tetraisopropylate. The mixture is filtered and the filtrate concentrated by evaporation to approximately a third. 0.112 g (54% of theory) of 5-(2-chlorobenzyl)-4-methoxymethyl-β-carboline-3-carboxylic acid isopropyl ester crystallizes out, melting point 187°-189° C. Reactants: C1CCOC1, CO, CCOC(=O)Cn1cc2c(n1)CCc1c-2sc2ncnc(Nc3ccc(OCc4cccc(F)c4)c(Cl)c3)c12, [K+], [OH-], O. The product is O=C(O)Cn1cc2c(n1)CCc1c-2sc2ncnc(Nc3ccc(OCc4cccc(F)c4)c(Cl)c3)c12. As a reaction SMILES: [CH2:42]1[O:43][CH2:44][CH2:45][CH2:46]1.[CH3:47][OH:48].[Cl:1][c:2]1[cH:3][c:4]([NH:17][c:18]2[n:19][cH:20][n:21][c:22]3[c:23]2[c:24]2[c:25]([s:39]3)-[c:26]3[cH:27][n:28]([CH2:33][C:34](=[O:35])[O:36][CH2:37][CH3:38])[n:29][c:30]3[CH2:31][CH2:32]2)[cH:5][cH:6][c:7]1[O:8][CH2:9][c:10]1[cH:11][c:12]([F:16])[cH:13][cH:14][cH:15]1.[K+:41].[OH-:40].[OH2:49]>>[Cl:1][c:2]1[cH:3][c:4]([NH:17][c:18]2[n:19][cH:20][n:21][c:22]3[c:23]2[c:24]2[c:25]([s:39]3)-[c:26]3[cH:27][n:28]([CH2:33][C:34](=[O:35])[OH:36])[n:29][c:30]3[CH2:31][CH2:32]2)[cH:5][cH:6][c:7]1[O:8][CH2:9][c:10]1[cH:11][c:12]([F:16])[cH:13][cH:14][cH:15]1.